This data is from the Open Reaction Database (ORD), a public repository of structured organic reaction records. The task is: describe an organic reaction: reactants, conditions, products, and yield The reactants are BrC1=CC=C(C=C1)C(C)(C)NCCC1(CCC2(OCC(CO2)(C)C)CC1)O (9-{2-[1-(4-bromo-phenyl)-1-methyl-ethylamino]-ethyl}-3,3-dimethyl-1,5-dioxa-spiro[5.5]undecan-9-ol), ClC(Cl)(OC(OC(Cl)(Cl)Cl)=O)Cl (triphosgene), crude product, BrC1=CC=C(C=C1)C(C)(C)N1C(OC2(CC1)CCC1(OCC(CO1)(C)C)CC2)=O (3-[1-(4-bromo-phenyl)-1-methyl-ethyl]-12,12-dimethyl-1,10,14-trioxa-3-aza-dispiro[5.2.5.2]hexadecan-2-one), Intermediate 2, Intermediate 2. Yields the product BrC1=CC=C(C=C1)C(C)(C)N1C(OC2(CC1)CCC(CC2)=O)=O (3-[1-(4-Bromo-phenyl)-1-methyl-ethyl]-1-oxa-3-aza-spiro[5.5]undecane-2,9-dione). Reaction SMILES: BrC1C=CC(C(NCCC2(O)CCC3(OCC(C)(C)CO3)CC2)(C)C)=CC=1.ClC(Cl)(OC(=O)OC(Cl)(Cl)Cl)Cl.[Br:40][C:41]1[CH:46]=[CH:45][C:44]([C:47]([N:50]2[CH2:55][CH2:54][C:53]3([CH2:67][CH2:66][C:58]4(OCC(C)(C)C[O:59]4)[CH2:57][CH2:56]3)[O:52][C:51]2=[O:68])([CH3:49])[CH3:48])=[CH:43][CH:42]=1>>[Br:40][C:41]1[CH:46]=[CH:45][C:44]([C:47]([N:50]2[CH2:55][CH2:54][C:53]3([CH2:67][CH2:66][C:58](=[O:59])[CH2:57][CH2:56]3)[O:52][C:51]2=[O:68])([CH3:49])[CH3:48])=[CH:43][CH:42]=1. Procedure: The title compound is prepared from 9-{2-[1-(4-bromo-phenyl)-1-methyl-ethylamino]-ethyl}-3,3-dimethyl-1,5-dioxa-spiro[5.5]undecan-9-ol and triphosgene following a procedure analogous to that described in Step 4 of Intermediate 2; the crude product, a mixture of the title compound and 3-[1-(4-bromo-phenyl)-1-methyl-ethyl]-12,12-dimethyl-1,10,14-trioxa-3-aza-dispiro[5.2.5.2]hexadecan-2-one, obtained after that is treated as described in Step 10 of Intermediate 2 to convert the intermediate to the ...